From a dataset of the Open Reaction Database (ORD), a public repository of structured organic reaction records. describe an organic reaction: reactants, conditions, products, and yield Starting materials: CC1CC2=C(CN1)SC(=N2)C(=O)[O-].[Li+] (lithium 6-methyl-4,5,6,7-tetrahydrothiazolo[5,4-c]pyridine-2-carboxylate), Cl.ClC=1C=C2C=CC(=CC2=CC1)S(=O)(=O)N1CC(NCC1)CC(N)=O (1-[(6-chloronaphthalen-2-yl)sulfonyl]-3-[carbamoylmethyl]piperazine hydrochloride). The product is Cl.ClC=1C=C2C=CC(=CC2=CC1)S(=O)(=O)N1CC(N(CC1)C(=O)C=1SC=2CNC(CC2N1)C)CC(=O)N ([4-[(6-Chloronaphthalen-2-yl)sulfonyl]-1-[(6-methyl-4,5,6,7-tetrahydrothiazolo[5,4-c]pyridin-2-yl)carbonyl]piperazin-2-yl]acetamide hydrochloride). As a reaction SMILES: [CH3:1][CH:2]1[NH:7][CH2:6][C:5]2[S:8][C:9]([C:11]([O-:13])=O)=[N:10][C:4]=2[CH2:3]1.[Li+].Cl.[Cl:16][C:17]1[CH:18]=[C:19]2[C:24](=[CH:25][CH:26]=1)[CH:23]=[C:22]([S:27]([N:30]1[CH2:35][CH2:34][NH:33][CH:32]([CH2:36][C:37](=[O:39])[NH2:38])[CH2:31]1)(=[O:29])=[O:28])[CH:21]=[CH:20]2>>[ClH:16].[Cl:16][C:17]1[CH:18]=[C:19]2[C:24](=[CH:25][CH:26]=1)[CH:23]=[C:22]([S:27]([N:30]1[CH2:35][CH2:34][N:33]([C:11]([C:9]3[S:8][C:5]4[CH2:6][NH:7][CH:2]([CH3:1])[CH2:3][C:4]=4[N:10]=3)=[O:13])[CH:32]([CH2:36][C:37]([NH2:38])=[O:39])[CH2:31]1)(=[O:28])=[O:29])[CH:21]=[CH:20]2 |f:0.1,2.3,4.5|. Procedure: Starting materials: lithium 6-methyl-4,5,6,7-tetrahydrothiazolo[5,4-c]pyridine-2-carboxylate, 1-[(6-chloronaphthalen-2-yl)sulfonyl]-3-[carbamoylmethyl]piperazine hydrochloride